This data is from the Open Reaction Database (ORD), a public repository of structured organic reaction records. The task is: describe an organic reaction: reactants, conditions, products, and yield The reactants are FC=1C=C(C=CC1N1C=NC(=C1)C)N (3-fluoro-4-(4-methyl-imidazol-1-yl)-phenylamine), C(C1=CC=CC=C1)C1=NC(=NC=C1)Cl (4-benzyl-2-chloro-pyrimidine). The product is C(C1=CC=CC=C1)C1=NC(=NC=C1)NC1=CC(=C(C=C1)N1C=NC(=C1)C)F ((4-Benzyl-pyrimidin-2-yl)-[3-fluoro-4-(4-methyl-imidazol-1-yl)-phenyl]-amine), solid. Yield: 29.0%. RXN SMILES: [F:1][C:2]1[CH:3]=[C:4]([NH2:14])[CH:5]=[CH:6][C:7]=1[N:8]1[CH:12]=[C:11]([CH3:13])[N:10]=[CH:9]1.[CH2:15]([C:22]1[CH:27]=[CH:26][N:25]=[C:24](Cl)[N:23]=1)[C:16]1[CH:21]=[CH:20][CH:19]=[CH:18][CH:17]=1>>[CH2:15]([C:22]1[CH:27]=[CH:26][N:25]=[C:24]([NH:14][C:4]2[CH:5]=[CH:6][C:7]([N:8]3[CH:12]=[C:11]([CH3:13])[N:10]=[CH:9]3)=[C:2]([F:1])[CH:3]=2)[N:23]=1)[C:16]1[CH:17]=[CH:18][CH:19]=[CH:20][CH:21]=1. Procedure details: The title compound was prepared from 3-fluoro-4-(4-methyl-imidazol-1-yl)-phenylamine (94 mg, 0.49 mmol) and 4-benzyl-2-chloro-pyrimidine (100 mg, 0.49 mmol) in analogous manner to the procedure described in example 1e). Obtained as a pale-yellow solid (50 mg, 29%).